This data is from the Open Reaction Database (ORD), a public repository of structured organic reaction records. The task is: describe an organic reaction: reactants, conditions, products, and yield The reactants are Brc1cnc2nnn(Cc3ccc4ncccc4c3)c2n1, O=C([O-])[O-], CCCCO, [K+], [K+], O=C(O)C1CCNC1. The product is O=C(O)C1CCN(c2cnc3nnn(Cc4ccc5ncccc5c4)c3n2)C1. Reaction SMILES: [Br:1][c:2]1[cH:3][n:4][c:5]2[c:6]([n:7]1)[n:8]([CH2:11][c:12]1[cH:13][c:14]3[cH:15][cH:16][cH:17][n:18][c:19]3[cH:20][cH:21]1)[n:9][n:10]2.[C:22](=[O:23])([O-:24])[O-:25].[CH2:36]([OH:37])[CH2:38][CH2:39][CH3:40].[K+:26].[K+:27].[NH:28]1[CH2:29][CH:30]([C:33](=[O:34])[OH:35])[CH2:31][CH2:32]1>>[c:2]1([N:28]2[CH2:29][CH:30]([C:33](=[O:34])[OH:35])[CH2:31][CH2:32]2)[cH:3][n:4][c:5]2[c:6]([n:7]1)[n:8]([CH2:11][c:12]1[cH:13][c:14]3[cH:15][cH:16][cH:17][n:18][c:19]3[cH:20][cH:21]1)[n:9][n:10]2.